This data is from the Open Reaction Database (ORD), a public repository of structured organic reaction records. The task is: describe an organic reaction: reactants, conditions, products, and yield The reactants are C=CC1=CC=CC=C1.C(\C=C/C(=O)[O-])(=O)[O-] (styrene maleate), C(C)O (ethanol), C(C)O (ethanol). Solvent: 10. Yields the product C(C)(C)(C)C1=C(C=CC=C1)O (tert.-butylphenol), C=O (formaldehyde), C(C=1C(O)=CC=CC1)(=O)O (salicylic acid), ethylglycol. As a reaction SMILES: [CH2:1]([OH:3])[CH3:2].[CH2:4]=[CH:5][C:6]1[CH:11]=CC=C[CH:7]=1.[C:12]([O-])(=O)/[CH:13]=[CH:14]\[C:15]([O-:17])=[O:16]>>[C:6]([C:2]1[CH:15]=[CH:14][CH:13]=[CH:12][C:1]=1[OH:3])([CH3:11])([CH3:7])[CH3:5].[CH2:15]=[O:16].[C:15]([OH:17])(=[O:16])[C:2]1[C:1](=[CH:4][CH:5]=[CH:6][CH:11]=1)[OH:3] |f:1.2|. Procedure details: 2.5 parts of the powder dye described in Example 6 are dissolved in a mixture of 10 parts of a styrene/maleate hard resin having a softening point of 160°-175° C., 16 parts of a 60 percent strength solution of a condensate obtained from tert.-butylphenol, formaldehyde and salicylic acid in a molar ratio of 1:1.4:0.8 in a 9:1 mixture of ethanol and ethylglycol, and 74 parts of a 9:1 mixture of ethanol and a mixture of about 98% of 1-methoxypropan-2-ol and 2% of 2-methoxypropan-1-ol. This solution... Reactants: CN(C)C=O, [H-], O=c1[nH]c(=O)n(-c2cccc([N+](=O)[O-])c2)c2ncccc12, [Na+], [Na+], [Na+], O=C([O-])[O-], O, COS(=O)(=O)F. Yields the product Cn1c(=O)c2cccnc2n(-c2cccc([N+](=O)[O-])c2)c1=O. Reaction SMILES: [CH3:37][N:38]([CH3:39])[CH:40]=[O:41].[H-:22].[N+:1](=[O:2])([O-:3])[c:4]1[cH:5][c:6](-[n:10]2[c:11](=[O:21])[nH:12][c:13](=[O:20])[c:14]3[c:15]2[n:16][cH:17][cH:18][cH:19]3)[cH:7][cH:8][cH:9]1.[Na+:23].[Na+:30].[Na+:31].[O-:32][C:33](=[O:34])[O-:35].[OH2:36].[S:24]([F:25])([O:26][CH3:28])(=[O:27])=[O:29]>>[N+:1](=[O:2])([O-:3])[c:4]1[cH:5][c:6](-[n:10]2[c:11](=[O:21])[n:12]([CH3:28])[c:13](=[O:20])[c:14]3[c:15]2[n:16][cH:17][cH:18][cH:19]3)[cH:7][cH:8][cH:9]1. Reactants: CN(C)C=O (DMF), N1C=NC=C1 (imidazole), C(C)(C)(C)[Si](C1=CC=CC=C1)(C1=CC=CC=C1)Cl (tert-butyl-chloro-diphenylsilane), O1C(CCCC1)OCC#CC[C@@H](C[C@@H](C=C)O)O ((3S,5S)-9-(tetrahydro-pyran-2-yloxy)-non-1-en-7-yne-3,5-diol), ice EtOEt. The solvent is CCCCCC.CCOC(=O)C (hexane AcOEt). Reaction conditions: time 20 hour. Product: C(C)(C)(C)[Si](O[C@@H](CC#CCOC1OCCCC1)C[C@@H](C=C)O[Si](C1=CC=CC=C1)(C1=CC=CC=C1)C(C)(C)C)(C1=CC=CC=C1)C1=CC=CC=C1 ((5S,7S)-2-[5,7-bis-(tert-butyl-diphenyl-silanyloxy)-non-8-en-2-ynyloxy]-tetrahydropyran). RXN SMILES: [O:1]1[CH2:6][CH2:5][CH2:4][CH2:3][CH:2]1[O:7][CH2:8][C:9]#[C:10][CH2:11][C@H:12]([OH:18])[CH2:13][C@H:14]([OH:17])[CH:15]=[CH2:16].CN(C=O)C.N1[CH:28]=[CH:27]N=C1.[C:29]([Si:33](Cl)([C:40]1[CH:45]=[CH:44][CH:43]=[CH:42][CH:41]=1)[C:34]1[CH:39]=[CH:38][CH:37]=[CH:36][CH:35]=1)([CH3:32])([CH3:31])[CH3:30]>CCCCCC.CCOC(C)=O>[C:29]([Si:33]([C:28]1[CH:27]=[CH:45][CH:40]=[CH:41][CH:42]=1)([C:34]1[CH:39]=[CH:38][CH:37]=[CH:36][CH:35]=1)[O:18][C@H:12]([CH2:13][C@H:14]([O:17][Si:33]([C:29]([CH3:32])([CH3:31])[CH3:30])([C:40]1[CH:45]=[CH:44][CH:43]=[CH:42][CH:41]=1)[C:34]1[CH:39]=[CH:38][CH:37]=[CH:36][CH:35]=1)[CH:15]=[CH2:16])[CH2:11][C:10]#[C:9][CH2:8][O:7][CH:2]1[CH2:3][CH2:4][CH2:5][CH2:6][O:1]1)([CH3:32])([CH3:31])[CH3:30] |f:4.5|. Procedure: 10.40 g (40.9 mmol) of (3S,5S)-9-(tetrahydro-pyran-2-yloxy)-non-1-en-7-yne-3,5-diol was dissolved in 30 ml of abs. DMF and treated successively with 18.9 g (6.8 eq.) of imidazole and 35.5 ml (3.4 eq.) of tert-butyl-chloro-diphenylsilane. After stirring for 20 h at 40°, the reaction mixture was poured onto crushed ice/EtOEt. Usual workup followed by flash chromatography (SiO2, hexane/AcOEt=96/6) gave 25.16 g of (5S,7S)-2-[5,7-bis-(tert-butyl-diphenyl-silanyloxy)-non-8-en-2-ynyloxy]-tetrahydropyra... The reactants are C[Si](C)(C)[N-][Si](C)(C)C.[K+] (potassium bis(trimethylsilyl)amide), ICC (iodoethane), ICC (iodoethane), NC=1C=NC=C(C1)Br (3-amino-5-bromopyridine), C[Si](C)(C)[N-][Si](C)(C)C.[K+] (potassium bis(trimethylsilyl)amide), C1CCOC1 (THF). Run at temperature -78 celsius, time 20 minute. The product is BrC=1C=C(C=NC1)NCC ((5-bromo-pyridin-3-yl)-ethyl-amine), BrC=1C=C(C=NC1)N(CC)CC ((5-bromo-pyridin-3-yl)-diethyl-amine). Reaction SMILES: [NH2:1][C:2]1[CH:3]=[N:4][CH:5]=[C:6]([Br:8])[CH:7]=1.C[Si]([N-][Si](C)(C)C)(C)C.[K+].I[CH2:20][CH3:21].[CH2:22]1COC[CH2:23]1>>[Br:8][C:6]1[CH:7]=[C:2]([NH:1][CH2:20][CH3:21])[CH:3]=[N:4][CH:5]=1.[Br:8][C:6]1[CH:7]=[C:2]([N:1]([CH2:20][CH3:21])[CH2:22][CH3:23])[CH:3]=[N:4][CH:5]=1 |f:1.2|. Procedure details: To a solution of 3-amino-5-bromopyridine (CAS#13535-01-8, 520 mg, 3.0 mmol) in THF (12 mL) at −78° C. was added potassium bis(trimethylsilyl)amide (0.5 M in toluene, 6.9 mL, 3.45 mmol). The reaction was stirred for 20 minutes at −78° C. and was then charged with iodoethane (0.25 mL, 3.15 mmol). The reaction was stiffed for an additional 30 minutes, at which time mixture was charged with additional potassium bis(trimethylsilyl)amide (0.5 M in toluene, 6.9 mL, 3.45 mmol) and iodoethane (0.25 mL, 3... Reactants: OC1CCN(Cc2ccccc2)CC1, CN=C=O, ClC(Cl)Cl. Yields the product CNC(=O)OC1CCN(Cc2ccccc2)CC1. RXN SMILES: [CH2:5]([c:6]1[cH:7][cH:8][cH:9][cH:10][cH:11]1)[N:12]1[CH2:13][CH2:14][CH:15]([OH:18])[CH2:16][CH2:17]1.[CH3:1][N:2]=[C:3]=[O:4].[CH:19]([Cl:20])([Cl:21])[Cl:22]>>[CH3:1][NH:2][C:3](=[O:4])[O:18][CH:15]1[CH2:14][CH2:13][N:12]([CH2:5][c:6]2[cH:7][cH:8][cH:9][cH:10][cH:11]2)[CH2:17][CH2:16]1. The reactants are C(C)O (ethanol), mixture, hydrochloride salt, NCCC1=CCCC2=CC=CC=C12 (4-(2-Aminoethyl)-1,2-dihydronaphthalene), Cl (hydrochloric acid), Cl (hydrochloric acid), COC1=CC=C(C=C1)C1C(C(=O)OCC)O1 (ethyl 3-(4-methoxyphenyl)-2,3-epoxypropionate). Run in O (water), CO (methanol), CCCCCC (hexane), C1=CC=CC=C1 (benzene). Conditions: time 16 hour. Yields the product COC1=CC=C(CC2NCCC=3C4=C(CCC23)C=CC=C4)C=C1 (4-(4-methoxybenzyl)-1,2,3,4,5,6-hexahydrobenz[f]isoquinoline). Isolated yield 56.0%. Reaction SMILES: [NH2:1][CH2:2][CH2:3][C:4]1[C:13]2[C:8](=[CH:9][CH:10]=[CH:11][CH:12]=2)[CH2:7][CH2:6][CH:5]=1.Cl.[CH3:15][O:16][C:17]1[CH:22]=[CH:21][C:20]([CH:23]2O[CH:24]2C(OCC)=O)=[CH:19][CH:18]=1.C(O)C>O.CO.CCCCCC.C1C=CC=CC=1>[CH3:15][O:16][C:17]1[CH:22]=[CH:21][C:20]([CH2:23][CH:24]2[C:5]3[CH2:6][CH2:7][C:8]4[CH:9]=[CH:10][CH:11]=[CH:12][C:13]=4[C:4]=3[CH2:3][CH2:2][NH:1]2)=[CH:19][CH:18]=1. Reported procedure: A mixture 28.4 g. (0.138 mole) of the hydrochloride salt of 2-aminoethyl)-1,2-dihydronaphthalene (II) in water (800 ml.) was acidified to pH 3 by the addition of hydrochloric acid. The resulting mixture was heated under reflux under a nitrogen atmosphere and with vigorous stirring, a solution of 38.0 g. (0.172 mole) of ethyl 3-(4-methoxyphenyl)-2,3-epoxypropionate in 200 ml. of ethanol was added dropwise over a period of 8 hours. Reflux was continued for 16 hours, then 300 ml. of concentrated hy... The reactants are CC1=C(C=C(C(=O)OC)C=C1)C=1C=C2C=NN=C(C2=CC1)C(C(F)(F)F)=C (methyl 4-methyl-3-(1-(1,1,1-trifluoroprop-2-en-2-yl)phthalazin-6-yl)benzoate). Reagents/catalysts: [Pd] (palladium). Run in CO (methanol). Product: CC1=C(C=C(C(=O)OC)C=C1)C=1C=C2C=NN=C(C2=CC1)C(C(F)(F)F)C (methyl 4-methyl-3-(1-(1,1,1-trifluoropropan-2-yl)phthalazin-6-yl)benzoate). The yield is 45.3%. RXN SMILES: [CH3:1][C:2]1[CH:11]=[CH:10][C:5]([C:6]([O:8][CH3:9])=[O:7])=[CH:4][C:3]=1[C:12]1[CH:13]=[C:14]2[C:19](=[CH:20][CH:21]=1)[C:18]([C:22](=[CH2:27])[C:23]([F:26])([F:25])[F:24])=[N:17][N:16]=[CH:15]2>CO.[Pd]>[CH3:1][C:2]1[CH:11]=[CH:10][C:5]([C:6]([O:8][CH3:9])=[O:7])=[CH:4][C:3]=1[C:12]1[CH:13]=[C:14]2[C:19](=[CH:20][CH:21]=1)[C:18]([CH:22]([CH3:27])[C:23]([F:26])([F:24])[F:25])=[N:17][N:16]=[CH:15]2. Procedure: A solution of methyl 4-methyl-3-(1-(1,1,1-trifluoroprop-2-en-2-yl)phthalazin-6-yl)benzoate (200 mg, 537 μmol) in methanol (3000 μl) was added palladium (10 wt. % on activated carbon; 22.9 mg, 215 μmol) and hydrogenated (double-walled balloon pressure) at room temperature for 20 h, during which LC-MS indicated complete conversion. The reaction was filtered via a pad of Celite®, and the filtrate was concentrated in vacuo and purified by CombiFlash (20% to 80% EtOAc/Hexanes) to afford methyl 4-meth...